This data is from the Open Reaction Database (ORD), a public repository of structured organic reaction records. The task is: describe an organic reaction: reactants, conditions, products, and yield Reactants: FC=1C2=C(N3CCCCC13)CCN(C2=O)C2=NC=CC(=C2C=O)C2=CN(C(C(=C2)NC2=NN1C(CN(CC1)C)=C2)=O)C (2-{10-Fluoro-1-oxo-1H,2H,3H,4H,6H,7H,8H,9H-pyrido[3,4-b]indolizin-2-yl}-4-[1-methyl-5-({5-methyl-4H,5H,6H,7H-pyrazolo[1,5-a]pyrazin-2-yl}amino)-6-oxo-1,6-dihydropyridin-3-yl]pyridine-3-carbaldehyde), [BH4-].[Na+] (sodium borohydride). Run in CO (methanol). Conditions: temperature 12.5 celsius, time 1.5 hour. Product: FC=1C2=C(N3CCCCC13)CCN(C2=O)C2=NC=CC(=C2CO)C2=CN(C(C(=C2)NC2=NN1C(CN(CC1)C)=C2)=O)C (10-fluoro-2-[3-(hydroxymethyl)-4-[1-methyl-5-[(5-methyl-6,7-dihydro-4H-pyrazolo[1,5-a]pyrazin-2-yl)amino]-6-oxo-3-pyridyl]-2-pyridyl]-3,4,6,7,8,9-hexahydropyrido[3,4-b]indolizin-1-one). The yield is 14.7%. RXN SMILES: [F:1][C:2]1[C:3]2[C:14](=[O:15])[N:13]([C:16]3[C:21]([CH:22]=[O:23])=[C:20]([C:24]4[CH:29]=[C:28]([NH:30][C:31]5[CH:40]=[C:34]6[CH2:35][N:36]([CH3:39])[CH2:37][CH2:38][N:33]6[N:32]=5)[C:27](=[O:41])[N:26]([CH3:42])[CH:25]=4)[CH:19]=[CH:18][N:17]=3)[CH2:12][CH2:11][C:4]=2[N:5]2[C:10]=1[CH2:9][CH2:8][CH2:7][CH2:6]2.[BH4-].[Na+]>CO>[F:1][C:2]1[C:3]2[C:14](=[O:15])[N:13]([C:16]3[C:21]([CH2:22][OH:23])=[C:20]([C:24]4[CH:29]=[C:28]([NH:30][C:31]5[CH:40]=[C:34]6[CH2:35][N:36]([CH3:39])[CH2:37][CH2:38][N:33]6[N:32]=5)[C:27](=[O:41])[N:26]([CH3:42])[CH:25]=4)[CH:19]=[CH:18][N:17]=3)[CH2:12][CH2:11][C:4]=2[N:5]2[C:10]=1[CH2:9][CH2:8][CH2:7][CH2:6]2 |f:1.2|. Reported procedure: To the solution of 241a (54.0 mg, 0.095 mmol) in methanol (5 mL) was added sodium borohydride (28.9 mg, 0.76 mmol) at 0° C. The reaction was stirred at 0-25° C. for 1.5 h. It was then quenched with water (5 mL). The mixture was evaporated under reduced pressure and the residue was extracted with dichloromethane (3×30 mL). The combined dichloromethane extract was concentrated under reduced pressure and the residue was purified by reverse-phase prep-HPLC to afford 241 (8.0 mg, 15%) as a white soli... The reactants are COc1ccc(C=C2C(=O)C3(C)CCC2C3(C)C)cc1, Cl, O, c1ccncc1. Yields the product CC12CCC(C(=Cc3ccc(O)cc3)C1=O)C2(C)C. RXN SMILES: [CH3:1][O:2][c:3]1[cH:4][cH:5][c:6]([CH:7]=[C:8]2[C:9](=[O:18])[C:10]3([CH3:17])[CH2:11][CH2:12][CH:13]2[C:14]3([CH3:15])[CH3:16])[cH:19][cH:20]1.[ClH:21].[OH2:28].[n:22]1[cH:23][cH:24][cH:25][cH:26][cH:27]1>>[OH:2][c:3]1[cH:4][cH:5][c:6]([CH:7]=[C:8]2[C:9](=[O:18])[C:10]3([CH3:17])[CH2:11][CH2:12][CH:13]2[C:14]3([CH3:15])[CH3:16])[cH:19][cH:20]1.